This data is from the Open Reaction Database (ORD), a public repository of structured organic reaction records. The task is: describe an organic reaction: reactants, conditions, products, and yield The reactants are CCOC(C)=O, Nc1nnc(C2CCC2)s1, O=C(Cl)Cl. Product: O=C=Nc1nnc(C2CCC2)s1. Reaction SMILES: [CH3:15][CH2:16][O:17][C:18](=[O:19])[CH3:20].[CH:5]1([c:9]2[n:10][n:11][c:12]([NH2:14])[s:13]2)[CH2:6][CH2:7][CH2:8]1.[Cl:1][C:2]([Cl:3])=[O:4]>>[C:2](=[O:4])=[N:14][c:12]1[n:11][n:10][c:9]([CH:5]2[CH2:6][CH2:7][CH2:8]2)[s:13]1. The reactants are Br (Hydrobromic acid), COC1=C2CCC(C2=CC=C1)N1CCCCC1 (4-methoxy-1-piperidinylindan), ice, C (charcoal), O (water), C (charcoal). Run in C(C)(=O)O (acetic acid), C(C)#N (acetonitrile), C(C)#N (acetonitrile). Product: OC1=C2CCC(C2=CC=C1)N1CCCCC1 (4-Hydroxy-1-piperidinylindan). As a reaction SMILES: Br.C[O:3][C:4]1[CH:12]=[CH:11][CH:10]=[C:9]2[C:5]=1[CH2:6][CH2:7][CH:8]2[N:13]1[CH2:18][CH2:17][CH2:16][CH2:15][CH2:14]1.O.C>C(O)(=O)C.C(#N)C>[OH:3][C:4]1[CH:12]=[CH:11][CH:10]=[C:9]2[C:5]=1[CH2:6][CH2:7][CH:8]2[N:13]1[CH2:18][CH2:17][CH2:16][CH2:15][CH2:14]1. Reported procedure: Hydrobromic acid (47-49%, 750 ml) is added to a stirred solution of the 4-methoxy-1-piperidinylindan (75 g) in glacial acetic acid (750 ml) under nitrogen. The mixture is refluxed for four hours, allowed to cool and poured into crushed ice and water. The pH of the ice mixture is adjusted to about 9 and the aqueous mixture extracted with methylene chloride. The methylene chloride extract is washed with water thereby forming a precipitate which is filtered and the solid dried. The methylene chlori...